From a dataset of the Open Reaction Database (ORD), a public repository of structured organic reaction records. describe an organic reaction: reactants, conditions, products, and yield The product is FC=1C=C(C=C(C1OCC1=C(SC=C1C1=CC=C(C=C1)OC)C(F)(F)F)F)CCC(=O)O (3-(3,5-difluoro-4-((4-(4-methoxyphenyl)-2-(trifluoromethyl)thiophen-3-yl)methoxy)phenyl)propanoic acid). Reactants: CS(=O)(=O)OCC1=C(SC=C1C1=CC=C(C=C1)OC)C(F)(F)F ([4-(4-methoxyphenyl)-2-(trifluoromethyl)thiophen-3-yl]methyl methanesulfonate), FC1=C(C(=CC(=C1)O)F)CCC(=O)OCC (ethyl 3-(2,6-difluoro-4-hydroxyphenyl)propanoate), FC=1C=C(C=C(C1OCC1=C(SC=C1C1=CC=C(C=C1)OC)C(F)(F)F)F)CCC(=O)OCC (ethyl 3-(3,5-difluoro-4-((4-(4-methoxyphenyl)-2-(trifluoromethyl)thiophen-3-yl)methoxy)phenyl)propanoate). Reported procedure: The title compound was prepared according to the procedure described in Example 182 by coupling of [4-(4-methoxyphenyl)-2-(trifluoromethyl)thiophen-3-yl]methyl methanesulfonate and ethyl 3-(2,6-difluoro-4-hydroxyphenyl)propanoate followed by hydrolysis of ethyl 3-(3,5-difluoro-4-((4-(4-methoxyphenyl)-2-(trifluoromethyl)thiophen-3-yl)methoxy)phenyl)propanoate to afford the desired product as an off-white solid. 1H NMR (400 MHz, CDCl3) δ 7.58 (d, J=7.0 Hz, 2H), 7.38 (s, 1H), 6.95 (d, J=6.5 Hz, 2H)... RXN SMILES: CS(OCC1C(C2C=CC(OC)=CC=2)=CSC=1C(F)(F)F)(=O)=O.FC1C=C(O)C=C(F)C=1CCC(OCC)=O.[F:40][C:41]1[CH:42]=[C:43]([CH2:67][CH2:68][C:69]([O:71]CC)=[O:70])[CH:44]=[C:45]([F:66])[C:46]=1[O:47][CH2:48][C:49]1[C:53]([C:54]2[CH:59]=[CH:58][C:57]([O:60][CH3:61])=[CH:56][CH:55]=2)=[CH:52][S:51][C:50]=1[C:62]([F:65])([F:64])[F:63]>>[F:40][C:41]1[CH:42]=[C:43]([CH2:67][CH2:68][C:69]([OH:71])=[O:70])[CH:44]=[C:45]([F:66])[C:46]=1[O:47][CH2:48][C:49]1[C:53]([C:54]2[CH:59]=[CH:58][C:57]([O:60][CH3:61])=[CH:56][CH:55]=2)=[CH:52][S:51][C:50]=1[C:62]([F:64])([F:65])[F:63]. Reactants: [Sn](Cl)Cl (tin (II) chloride), CC1=CC(=C(C=C1)N)[N+](=O)[O-] (4-methyl-2-nitro-phenylamine), N(=O)[O-].[Na+] (sodium nitrite). Run in Cl (hydrochloric acid), Cl (hydrochloric acid), O (water). Conditions: temperature 0 celsius, time 30 minute. Product: Cl.[N+](=O)([O-])C1=C(C=CC(=C1)C)NN ((2-Nitro-4-methyl-phenyl)-hydrazine hydrochloride). The yield is 64.1%. RXN SMILES: [CH3:1][C:2]1[CH:7]=[CH:6][C:5]([NH2:8])=[C:4]([N+:9]([O-:11])=[O:10])[CH:3]=1.[N:12]([O-])=O.[Na+].[Sn](Cl)[Cl:17]>Cl.O>[ClH:17].[N+:9]([C:4]1[CH:3]=[C:2]([CH3:1])[CH:7]=[CH:6][C:5]=1[NH:8][NH2:12])([O-:11])=[O:10] |f:1.2,6.7|. Reported procedure: The commercially available 4-methyl-2-nitro-phenylamine (40 g, 0.23 mol) was dissolved in 12N-hydrochloric acid (100 mL), to which sodium nitrite (16 g, 0.23 mol) dissolved in water (50 mL) was slowly added in drops at 0° C. The reaction mixture was stirred for 30 min at 0° C. After lowering the temperature of the reaction mixture to 0° C., tin (II) chloride (132 g, 0.70 mol) dissolved in 100 mL of 12N-hydrochloric acid was slowly added in drops thereto. The reaction mixture was stirred for 3 h ... Reactants: O=C([O-])[O-], CN=C=O, [K+], [K+], C1CCOC1, Oc1cccc(C2CCCN2CCc2ccccc2)c1. Yields the product CNC(=O)Oc1cccc(C2CCCN2CCc2ccccc2)c1. As a reaction SMILES: [C:25](=[O:26])([O-:27])[O-:28].[CH3:21][N:22]=[C:23]=[O:24].[K+:29].[K+:30].[O:31]1[CH2:32][CH2:33][CH2:34][CH2:35]1.[c:1]1([CH2:7][CH2:8][N:9]2[CH:10]([c:14]3[cH:15][c:16]([OH:20])[cH:17][cH:18][cH:19]3)[CH2:11][CH2:12][CH2:13]2)[cH:2][cH:3][cH:4][cH:5][cH:6]1>>[c:1]1([CH2:7][CH2:8][N:9]2[CH:10]([c:14]3[cH:15][c:16]([O:20][C:23]([NH:22][CH3:21])=[O:24])[cH:17][cH:18][cH:19]3)[CH2:11][CH2:12][CH2:13]2)[cH:2][cH:3][cH:4][cH:5][cH:6]1. Reactants: COC(=O)c1cccc(N2CCCC2=O)c1F, O=C(O)c1cc(C(F)(F)F)cc(N2CCCC2=O)c1F, [Li+], [OH-]. The product is O=C(O)c1cccc(N2CCCC2=O)c1F. As a reaction SMILES: [CH3:1][O:2][C:3]([c:4]1[c:5]([F:16])[c:6]([N:10]2[C:11](=[O:15])[CH2:12][CH2:13][CH2:14]2)[cH:7][cH:8][cH:9]1)=[O:17].[F:20][c:21]1[c:22]([N:23]2[CH2:24][CH2:25][CH2:26][C:27]2=[O:28])[cH:29][c:30]([C:31]([F:32])([F:33])[F:34])[cH:35][c:36]1[C:37]([OH:38])=[O:39].[Li+:19].[OH-:18]>>[O:2]=[C:3]([c:4]1[c:5]([F:16])[c:6]([N:10]2[C:11](=[O:15])[CH2:12][CH2:13][CH2:14]2)[cH:7][cH:8][cH:9]1)[OH:17].